From a dataset of the Open Reaction Database (ORD), a public repository of structured organic reaction records. describe an organic reaction: reactants, conditions, products, and yield Reactants: Brc1ccc2[nH]ccc2c1, C1CN2CCN1CC2, CCOC(C)=O, CN(C)C=O, O. The product is Cn1ccc2cc(Br)ccc21. As a reaction SMILES: [Br:1][c:2]1[cH:3][c:4]2[cH:5][cH:6][nH:7][c:8]2[cH:9][cH:10]1.[CH2:11]1[N:12]2[CH2:13][CH2:14][N:15]([CH2:16][CH2:17]2)[CH2:18]1.[CH3:24][CH2:25][O:26][C:27](=[O:28])[CH3:29].[O:19]=[CH:20][N:21]([CH3:22])[CH3:23].[OH2:30]>>[Br:1][c:2]1[cH:3][c:4]2[cH:5][cH:6][n:7]([CH3:11])[c:8]2[cH:9][cH:10]1. Starting materials: N, C1CCOC1, O=S(=O)(Cl)c1sccc1C1OCCO1. Product: NS(=O)(=O)c1sccc1C1OCCO1. As a reaction SMILES: [NH3:1].[O:16]1[CH2:17][CH2:18][CH2:19][CH2:20]1.[O:2]1[CH:3]([c:7]2[c:8]([S:12](=[O:13])(=[O:14])[Cl:15])[s:9][cH:10][cH:11]2)[O:4][CH2:5][CH2:6]1>>[NH2:1][S:12]([c:8]1[c:7]([CH:3]2[O:2][CH2:6][CH2:5][O:4]2)[cH:11][cH:10][s:9]1)(=[O:13])=[O:14]. Reactants: COC(C(=C)C)=O (methylmethacrylate), C(C=C)#N (acrylonitrile), C=CC1=CC=CC=C1 (styrene), resultant product. The product is COC(C(=C)C)=O.C=CC#N.C=CC1=CC=CC=C1 (methylmethacrylate acrylonitrile-styrene copolymer). As a reaction SMILES: [CH3:1][O:2][C:3](=[O:7])[C:4]([CH3:6])=[CH2:5].[C:8](#[N:11])[CH:9]=[CH2:10].[CH2:12]=[CH:13][C:14]1[CH:19]=[CH:18][CH:17]=[CH:16][CH:15]=1>>[CH3:1][O:2][C:3](=[O:7])[C:4]([CH3:6])=[CH2:5].[CH2:10]=[CH:9][C:8]#[N:11].[CH2:12]=[CH:13][C:14]1[CH:19]=[CH:18][CH:17]=[CH:16][CH:15]=1 |f:3.4.5|. Reported procedure: To a separate reactor, 73.85% by weight of methylmethacrylate, 5% by weight of acrylonitrile, and 21.15% by weight of styrene are added and suspension polymerized. The resultant product is dehydrated and dried to obtain methylmethacrylate-acrylonitrile-styrene copolymer resin (MSAN) with a weight average molecular weight of about 105,000 in bead form. The reactants are CCCCc1ncc(C=C(Cc2cccs2)C(=O)OC)n1Cc1ccc(C(=O)OC)c(OCOC)c1, CO, Cl. Yields the product CCCCc1ncc(C=C(Cc2cccs2)C(=O)OC)n1Cc1ccc(C(=O)OC)c(O)c1. Reaction SMILES: [CH2:1]([CH2:2][CH2:3][CH3:4])[c:5]1[n:6]([CH2:22][c:23]2[cH:24][c:25]([O:33][CH2:34][O:35][CH3:36])[c:26]([C:29](=[O:30])[O:31][CH3:32])[cH:27][cH:28]2)[c:7]([CH:10]=[C:11]([C:12](=[O:13])[O:14][CH3:15])[CH2:16][c:17]2[s:18][cH:19][cH:20][cH:21]2)[cH:8][n:9]1.[CH3:38][OH:39].[ClH:37]>>[CH2:1]([CH2:2][CH2:3][CH3:4])[c:5]1[n:6]([CH2:22][c:23]2[cH:24][c:25]([OH:33])[c:26]([C:29](=[O:30])[O:31][CH3:32])[cH:27][cH:28]2)[c:7]([CH:10]=[C:11]([C:12](=[O:13])[O:14][CH3:15])[CH2:16][c:17]2[s:18][cH:19][cH:20][cH:21]2)[cH:8][n:9]1. Reported procedure: Artemisinin (500 mg) and polyhydroxy compound (dextrose, 2 g) are stirred in dioxan (15 ml) for 5 minutes. Sodium borohydride (2.4 gm) is added slowly and the reaction mixture is stirred for 2 hours at room temperature (20-30 degree C.). After completion of the reduction step succinic anhydride (250 mg) and sodium bicarbonate (3.5 g) are added and the reaction mixture is further stirred for 2 hours. After usual workup and purification of impure reaction product (650 mg), 89.6% w/w pure artesunic... Starting materials: C[C@@H]1CC[C@H]2[C@H](C(=O)O[C@H]3[C@@]24[C@H]1CC[C@@](O3)(OO4)C)C (Artemisinin), O=C[C@H](O)[C@@H](O)[C@H](O)[C@H](O)CO (dextrose), [BH4-].[Na+] (Sodium borohydride), C1(CCC(=O)O1)=O (succinic anhydride), C([O-])(O)=O.[Na+] (sodium bicarbonate). Run in O1CCOCC1 (dioxan). Run at time 2 hour. The product is C[C@@H]1CC[C@H]2[C@H]([C@@H](O[C@H]3[C@@]24[C@H]1CC[C@](O3)(OO4)C)OC(=O)CCC(=O)O)C (artesunic acid). Reaction SMILES: [CH3:1][C@H:2]1[C@@H:12]2[CH2:13][CH2:14][C@:15]3([CH3:19])[O:17][O:18][C@:11]42[C@H:5]([C@@H:6]([CH3:20])[C:7]([O:9][C@@H:10]4[O:16]3)=[O:8])[CH2:4][CH2:3]1.O=C[C@@H]([C@H]([C@@H]([C@@H](CO)O)O)O)O.[BH4-].[Na+].[C:35]1(=[O:41])[O:40][C:38](=[O:39])[CH2:37][CH2:36]1.C(=O)(O)[O-].[Na+]>O1CCOCC1>[CH3:1][C@H:2]1[C@@H:12]2[CH2:13][CH2:14][C@@:15]3([CH3:19])[O:17][O:18][C@:11]42[C@H:5]([C@@H:6]([CH3:20])[C@H:7]([O:8][C:35]([CH2:36][CH2:37][C:38]([OH:40])=[O:39])=[O:41])[O:9][C@@H:10]4[O:16]3)[CH2:4][CH2:3]1 |f:2.3,5.6|.